This data is from the Open Reaction Database (ORD), a public repository of structured organic reaction records. The task is: describe an organic reaction: reactants, conditions, products, and yield Procedure: To a solution of 0.9 g of 2-bromofluorobenzene in 10 mL of THF and 20 mL of diethyl ether was added 3.2 mL of a 1.6M solution of n-butyllithium in hexanes at -78°. After the addition was complete, a solution of 0.9 g of 4'-chloro-2,3-epoxypropiophenone (J.T. Lumb, Tetrahedron Lett., 1970, 579) in 5 mL of ether was added, and the reaction mixture was allowed to warm to room temperature. After being quenched with 10 mL of saturated NH4Cl (aqueous), the mixture was separated, the organic phase was ... Reaction SMILES: Br[C:2]1[CH:7]=[CH:6][CH:5]=[CH:4][C:3]=1[F:8].C([Li])CCC.[Cl:14][C:15]1[CH:20]=[CH:19][C:18]([C:21](=[O:25])[CH:22]2[O:24][CH2:23]2)=[CH:17][CH:16]=1>C1COCC1.C(OCC)C>[Cl:14][C:15]1[CH:20]=[CH:19][C:18]([C:21]([C:2]2[CH:7]=[CH:6][CH:5]=[CH:4][C:3]=2[F:8])([CH:22]2[CH2:23][O:24]2)[OH:25])=[CH:17][CH:16]=1. Run in CCOCC (ether), C1CCOC1 (THF), C(C)OCC (diethyl ether), hexanes. Reactants: ClC1=CC=C(C=C1)C(C1CO1)=O (4'-chloro-2,3-epoxypropiophenone), BrC1=C(C=CC=C1)F (2-bromofluorobenzene), solution, C(CCC)[Li] (n-butyllithium). The yield is 72.8%. Yields the product ClC1=CC=C(C=C1)C(O)(C1OC1)C1=C(C=CC=C1)F (α-(4-Chlorophenyl)-α-(2-fluorophenyl)oxiranemethanol). Starting materials: O=C([O-])[O-], CC#N, Fc1c(Cl)ncnc1Cl, [K+], [K+], Oc1ccccc1Cl. The product is Fc1c(Cl)ncnc1Oc1ccccc1Cl. RXN SMILES: [C:10](=[O:11])([O-:12])[O-:13].[CH3:24][C:25]#[N:26].[Cl:1][c:2]1[n:3][cH:4][n:5][c:6]([Cl:9])[c:7]1[F:8].[K+:14].[K+:15].[OH:16][c:17]1[cH:18][cH:19][cH:20][cH:21][c:22]1[Cl:23]>>[c:2]1([O:16][c:17]2[cH:18][cH:19][cH:20][cH:21][c:22]2[Cl:23])[n:3][cH:4][n:5][c:6]([Cl:9])[c:7]1[F:8].